This data is from the Open Reaction Database (ORD), a public repository of structured organic reaction records. The task is: describe an organic reaction: reactants, conditions, products, and yield Reactants: CO, CCOC(=O)C(CC1CC1)c1ccc([N+](=O)[O-])c(OCC2CC2)c1, [OH-], [OH-], [Pd+2]. The product is CCOC(=O)C(CC1CC1)c1ccc(N)c(OCC2CC2)c1. RXN SMILES: [CH3:25][OH:26].[CH:1]1([CH2:4][CH:5]([C:6](=[O:7])[O:8][CH2:9][CH3:10])[c:11]2[cH:12][c:13]([O:20][CH2:21][CH:22]3[CH2:23][CH2:24]3)[c:14]([N+:17]([O-:18])=[O:19])[cH:15][cH:16]2)[CH2:2][CH2:3]1.[OH-:27].[OH-:28].[Pd+2:29]>>[CH:1]1([CH2:4][CH:5]([C:6](=[O:7])[O:8][CH2:9][CH3:10])[c:11]2[cH:12][c:13]([O:20][CH2:21][CH:22]3[CH2:23][CH2:24]3)[c:14]([NH2:17])[cH:15][cH:16]2)[CH2:2][CH2:3]1. The reactants are ClC=1N=C(C2=C(N1)C(CC2)C2=CC=C(C=C2)F)Cl (2,4-dichloro-7-(4-fluorophenyl)-6,7-dihydro-5H cyclopenta[d]pyrimidine), C(C)(C)N(CC)C(C)C (diisopropylethylamine), C(CN)N (ethane-1,2-diamine). The solvent is C(C)#N (acetonitrile). Reaction conditions: time 18 hour. Product: ClC=1N=C(C2=C(N1)C(CC2)C2=CC=C(C=C2)F)NCCN (N1-(2-chloro-7-(4-fluorophenyl)-6,7-dihydro-5H-cyclopenta[d]pyrimidin-4-yl)ethane-1,2-diamine). Isolated yield 64.5%. Reaction SMILES: [Cl:1][C:2]1[N:3]=[C:4](Cl)[C:5]2[CH2:10][CH2:9][CH:8]([C:11]3[CH:16]=[CH:15][C:14]([F:17])=[CH:13][CH:12]=3)[C:6]=2[N:7]=1.C(N(C(C)C)CC)(C)C.[CH2:28]([NH2:31])[CH2:29][NH2:30]>C(#N)C>[Cl:1][C:2]1[N:3]=[C:4]([NH:30][CH2:29][CH2:28][NH2:31])[C:5]2[CH2:10][CH2:9][CH:8]([C:11]3[CH:16]=[CH:15][C:14]([F:17])=[CH:13][CH:12]=3)[C:6]=2[N:7]=1. Procedure: To a solution of 2,4-dichloro-7-(4-fluorophenyl)-6,7-dihydro-5H cyclopenta[d]pyrimidine (0.5 g, 1.77 mmol) in acetonitrile (5 mL) was added diisopropylethylamine (0.343 g, 2.659 mmol) followed by ethane-1,2-diamine (0.138 g, 2.30 mmol) at room temperature. The reaction mixture was stirred at room temperature for 18 h. The solvent was removed under reduced pressure and the residue was taken in dichloromethane (5 mL) and silica (1 g). The resultant slurry of the compound on silica was subjected to... The reactants are O=C([O-])O, CCOC(C)=O, ClCCl, [Na+], CC(C)CNCC(O)C(Cc1ccccc1)NC(=O)OC1COC2OCCC12, O=C1Cc2cc(S(=O)(=O)Cl)ccc2N1. Yields the product CC(C)CN(CC(O)C(Cc1ccccc1)NC(=O)OC1COC2OCCC12)S(=O)(=O)c1ccc2c(c1)CC(=O)N2. As a reaction SMILES: [C:29](=[O:30])([OH:31])[O-:32].[CH3:51][CH2:52][O:53][C:54](=[O:55])[CH3:56].[Cl:48][CH2:49][Cl:50].[Na+:33].[O:1]1[CH2:2][CH:3]([O:9][C:10]([NH:11][CH:12]([CH:13]([CH2:14][NH:15][CH2:16][CH:17]([CH3:18])[CH3:19])[OH:20])[CH2:21][c:22]2[cH:23][cH:24][cH:25][cH:26][cH:27]2)=[O:28])[CH:4]2[CH:5]1[O:6][CH2:7][CH2:8]2.[O:34]=[C:35]1[NH:36][c:37]2[cH:38][cH:39][c:40]([S:44](=[O:45])(=[O:46])[Cl:47])[cH:41][c:42]2[CH2:43]1>>[O:1]1[CH2:2][CH:3]([O:9][C:10]([NH:11][CH:12]([CH:13]([CH2:14][N:15]([CH2:16][CH:17]([CH3:18])[CH3:19])[S:44]([c:40]2[cH:39][cH:38][c:37]3[c:42]([cH:41]2)[CH2:43][C:35](=[O:34])[NH:36]3)(=[O:45])=[O:46])[OH:20])[CH2:21][c:22]2[cH:23][cH:24][cH:25][cH:26][cH:27]2)=[O:28])[CH:4]2[CH:5]1[O:6][CH2:7][CH2:8]2. Starting materials: ester, BrCC1=C(C=C2C=C(C(OC2=C1)C(F)(F)F)C(=O)OCC)Cl (ethyl 7-(bromomethyl)-6-chloro-2-(trifluoromethyl)-2H-chromene-3-carboxylate), ClC=1C=CC(=NC1)O (5-chloro-2-pyridinol), [H-].[Na+] (sodium hydride). Yields the product ClC=1C=C2C=C(C(OC2=CC1CN1C(C=CC(=C1)Cl)=O)C(F)(F)F)C(=O)OCC (ethyl 6-chloro-7-[(5-chloro-2-oxopyridin-1(2H)-yl) methyl]-2-(trifluoromethyl)-2H-chromene-3-carboxylate). Isolated yield 38.1%. RXN SMILES: [Cl:1][C:2]1[CH:3]=[CH:4][C:5]([OH:8])=[N:6][CH:7]=1.[H-].[Na+].Br[CH2:12][C:13]1[CH:22]=[C:21]2[C:16]([CH:17]=[C:18]([C:27]([O:29][CH2:30][CH3:31])=[O:28])[CH:19]([C:23]([F:26])([F:25])[F:24])[O:20]2)=[CH:15][C:14]=1[Cl:32]>>[Cl:32][C:14]1[CH:15]=[C:16]2[C:21](=[CH:22][C:13]=1[CH2:12][N:6]1[CH:7]=[C:2]([Cl:1])[CH:3]=[CH:4][C:5]1=[O:8])[O:20][CH:19]([C:23]([F:26])([F:25])[F:24])[C:18]([C:27]([O:29][CH2:30][CH3:31])=[O:28])=[CH:17]2 |f:1.2|. Reported procedure: The formation of the ester was performed according to the procedure outlined in Example 157 Step 4 starting with 97 mg of 5-chloro-2-pyridinol, 20.7 mg of sodium hydride (60% dispersion in mineral oil) and 300 mg of the bromide from Example 157 Step 3. The compound was purified on the FlashMaster® chromatography system eluting with 25% EA/hexane then 50% EA/hexane to give 128 mg (38%) of the desired compound. Starting materials: [Br-], COC(=O)COc1ccc(C(C)=O)c2ccccc12, CCOC(C)=O. Product: COC(=O)COc1ccc(C(=O)CBr)c2ccccc12. Reaction SMILES: [Br-:20].[C:1]([CH3:2])(=[O:3])[c:4]1[cH:5][cH:6][c:7]([O:14][CH2:15][C:16](=[O:17])[O:18][CH3:19])[c:8]2[cH:9][cH:10][cH:11][cH:12][c:13]12.[CH3:21][CH2:22][O:23][C:24](=[O:25])[CH3:26]>>[C:1]([CH2:2][Br:20])(=[O:3])[c:4]1[cH:5][cH:6][c:7]([O:14][CH2:15][C:16](=[O:17])[O:18][CH3:19])[c:8]2[cH:9][cH:10][cH:11][cH:12][c:13]12. RXN SMILES: [H-].[Na+].[Cl:3][C:4]1[CH:9]=[CH:8][C:7]([C:10]2[C:15]([C:16]([NH:18][CH:19]([CH3:21])[CH3:20])=[O:17])=[CH:14][N:13]=[CH:12][CH:11]=2)=[C:6](F)[CH:5]=1>C1COCC1>[Cl:3][C:4]1[CH:9]=[CH:8][C:7]2[C:10]3[C:15](=[CH:14][N:13]=[CH:12][CH:11]=3)[C:16](=[O:17])[N:18]([CH:19]([CH3:21])[CH3:20])[C:6]=2[CH:5]=1 |f:0.1|. Reaction conditions: temperature 0 celsius, time 1 hour. Procedure details: To a suspension of sodium hydride (79 mg, 3.28 mmol) in THF (8 mL) at 0° C. was added a solution of 4-(4-chloro-2-fluorophenyl)-N-isopropylnicotinamide (480 mg, 1.640 mmol) in THF (10 mL) dropwise over a period of 10 min. The reaction mixture was stirred at 0° C. for 1 h and then warmed to room temperature and stirred for an additional 1 h. The reaction mixture was then treated with ice and extracted with ethyl acetate (3×5 mL). The combined organic layers were washed with brine (1×5 mL), dried ... The product is ClC=1C=CC2=C(N(C(C3=CN=CC=C23)=O)C(C)C)C1 (8-chloro-6-isopropylbenzo[c][2,7]naphthyridin-5(6H)-one). The yield is 55.9%. The solvent is C1CCOC1 (THF), C1CCOC1 (THF). The reactants are [H-].[Na+] (sodium hydride), ClC1=CC(=C(C=C1)C1=CC=NC=C1C(=O)NC(C)C)F (4-(4-chloro-2-fluorophenyl)-N-isopropylnicotinamide).